From a dataset of the Open Reaction Database (ORD), a public repository of structured organic reaction records. describe an organic reaction: reactants, conditions, products, and yield Starting materials: OCC#CCO, CN1CCCN(C)C1=O, COc1ccccc1Oc1c(Cl)ncnc1NS(=O)(=O)c1ccc(C(C)C)cn1, [H-], [Na+], CN(C)C=O. Yields the product COc1ccccc1Oc1c(NS(=O)(=O)c2ccc(C(C)C)cn2)ncnc1OCC#CCO. As a reaction SMILES: [CH2:1]([C:2]#[C:3][CH2:4][OH:5])[OH:6].[CH3:43][N:44]1[CH2:45][CH2:46][CH2:47][N:48]([CH3:49])[C:50]1=[O:51].[CH:9]([CH3:10])([CH3:11])[c:12]1[cH:13][cH:14][c:15]([S:18](=[O:19])(=[O:20])[NH:21][c:22]2[n:23][cH:24][n:25][c:26]([Cl:37])[c:27]2[O:28][c:29]2[c:30]([O:35][CH3:36])[cH:31][cH:32][cH:33][cH:34]2)[n:16][cH:17]1.[H-:7].[Na+:8].[O:38]=[CH:39][N:40]([CH3:41])[CH3:42]>>[CH2:1]([C:2]#[C:3][CH2:4][O:5][c:26]1[n:25][cH:24][n:23][c:22]([NH:21][S:18]([c:15]2[cH:14][cH:13][c:12]([CH:9]([CH3:10])[CH3:11])[cH:17][n:16]2)(=[O:19])=[O:20])[c:27]1[O:28][c:29]1[c:30]([O:35][CH3:36])[cH:31][cH:32][cH:33][cH:34]1)[OH:6]. Starting materials: [BH4-], CC(=O)O, Cc1ccc(Cc2ccc(C=C[N+](=O)[O-])cc2)o1, CS(C)=O, [Na+], O. Yields the product Cc1ccc(Cc2ccc(CC[N+](=O)[O-])cc2)o1. As a reaction SMILES: [BH4-:27].[CH3:19][C:20](=[O:21])[OH:22].[CH3:1][c:2]1[o:3][c:4]([CH2:7][c:8]2[cH:9][cH:10][c:11]([CH:14]=[CH:15][N+:16](=[O:17])[O-:18])[cH:12][cH:13]2)[cH:5][cH:6]1.[CH3:23][S:24](=[O:25])[CH3:26].[Na+:28].[OH2:29]>>[CH3:1][c:2]1[o:3][c:4]([CH2:7][c:8]2[cH:9][cH:10][c:11]([CH2:14][CH2:15][N+:16](=[O:17])[O-:18])[cH:12][cH:13]2)[cH:5][cH:6]1. Reactants: CCCOc1cc2c(cc1C(CC)=C(F)CO)C(C)(C)CCC2(C)C, C[N+]1([O-])CCOCC1, CC#N, ClCCl. RXN SMILES: [CH2:1]([CH2:2][CH3:3])[O:4][c:5]1[c:6]([C:19](=[C:20]([CH2:21][OH:22])[F:23])[CH2:24][CH3:25])[cH:7][c:8]2[c:13]([cH:14]1)[C:12]([CH3:15])([CH3:16])[CH2:11][CH2:10][C:9]2([CH3:17])[CH3:18].[CH3:26][N+:27]1([O-:28])[CH2:29][CH2:30][O:31][CH2:32][CH2:33]1.[CH3:37][C:38]#[N:39].[Cl:34][CH2:35][Cl:36]>>[CH2:1]([CH2:2][CH3:3])[O:4][c:5]1[c:6]([C:19](=[C:20]([CH:21]=[O:22])[F:23])[CH2:24][CH3:25])[cH:7][c:8]2[c:13]([cH:14]1)[C:12]([CH3:15])([CH3:16])[CH2:11][CH2:10][C:9]2([CH3:17])[CH3:18]. The product is CCCOc1cc2c(cc1C(CC)=C(F)C=O)C(C)(C)CCC2(C)C. Starting materials: CCO, [Na+], CC1(c2ccc([N+](=O)[O-])cc2)Cc2cc(OCC(=O)O)c(Cl)c(Cl)c2C1=O, [OH-], O, O=S(=O)(O)O. Yields the product CC1(c2ccc(N)cc2)Cc2cc(OCC(=O)O)c(Cl)c(Cl)c2C1=O. RXN SMILES: [CH3:36][CH2:37][OH:38].[Na+:34].[O:1]=[C:2]1[C:3]([c:18]2[cH:19][cH:20][c:21]([N+:24]([O-:25])=[O:26])[cH:22][cH:23]2)([CH3:27])[CH2:4][c:5]2[cH:6][c:7]([O:13][CH2:14][C:15](=[O:16])[OH:17])[c:8]([Cl:12])[c:9]([Cl:11])[c:10]21.[OH-:33].[OH2:35].[S:28](=[O:29])(=[O:30])([OH:31])[OH:32]>>[O:1]=[C:2]1[C:3]([c:18]2[cH:19][cH:20][c:21]([NH2:24])[cH:22][cH:23]2)([CH3:27])[CH2:4][c:5]2[cH:6][c:7]([O:13][CH2:14][C:15](=[O:16])[OH:17])[c:8]([Cl:12])[c:9]([Cl:11])[c:10]21. Starting materials: COc1ccc(-c2nc(S)[nH]c2-c2ccc(OC)cc2)cc1, CN(C)C=O, Cl, [Cu], Nc1ccc(F)cc1F, O=N[O-], [Na+], [Na+], [OH-]. Product: COc1ccc(-c2nc(Sc3ccc(F)cc3F)[nH]c2-c2ccc(OC)cc2)cc1. RXN SMILES: [CH3:15][O:16][c:17]1[cH:18][cH:19][c:20](-[c:23]2[n:24][c:25]([SH:36])[nH:26][c:27]2-[c:28]2[cH:29][cH:30][c:31]([O:34][CH3:35])[cH:32][cH:33]2)[cH:21][cH:22]1.[CH3:39][N:40]([CH3:41])[CH:42]=[O:43].[ClH:14].[Cu:44].[F:1][c:2]1[c:3]([NH2:4])[cH:5][cH:6][c:7]([F:9])[cH:8]1.[N:10]([O-:11])=[O:12].[Na+:13].[Na+:38].[OH-:37]>>[F:1][c:2]1[c:3]([S:36][c:25]2[nH:24][c:23](-[c:20]3[cH:19][cH:18][c:17]([O:16][CH3:15])[cH:22][cH:21]3)[c:27](-[c:28]3[cH:29][cH:30][c:31]([O:34][CH3:35])[cH:32][cH:33]3)[n:26]2)[cH:5][cH:6][c:7]([F:9])[cH:8]1.